From a dataset of the Open Reaction Database (ORD), a public repository of structured organic reaction records. describe an organic reaction: reactants, conditions, products, and yield Reactants: C([O-])([O-])=O.[K+].[K+] (potassium carbonate), C(C)OC(COC1=C(C(=C(C=C1)C(C)=O)O)CCC)=O ((4-acetyl-3-hydroxy-2-propylphenoxy)acetic acid ethyl ester), BrCCCCCBr (1,5-dibromopentane), C([O-])([O-])=O.[K+].[K+] (potassium carbonate). Run in CC(=O)C (acetone). Yields the product C(C)OC(COC1=C(C(=C(C=C1)C(C)=O)OCCCCCBr)CCC)=O ([4-acetyl-3-[(5-bromopentyl)oxy]-2-propylphenoxy]acetic acid ethyl ester). The yield is 100.0%. Reaction SMILES: [CH2:1]([O:3][C:4](=[O:20])[CH2:5][O:6][C:7]1[CH:12]=[CH:11][C:10]([C:13](=[O:15])[CH3:14])=[C:9]([OH:16])[C:8]=1[CH2:17][CH2:18][CH3:19])[CH3:2].[Br:21][CH2:22][CH2:23][CH2:24][CH2:25][CH2:26]Br.C(=O)([O-])[O-].[K+].[K+]>CC(C)=O>[CH2:1]([O:3][C:4](=[O:20])[CH2:5][O:6][C:7]1[CH:12]=[CH:11][C:10]([C:13](=[O:15])[CH3:14])=[C:9]([O:16][CH2:26][CH2:25][CH2:24][CH2:23][CH2:22][Br:21])[C:8]=1[CH2:17][CH2:18][CH3:19])[CH3:2] |f:2.3.4|. Procedure details: A mixture of 6.0 g of (4-acetyl-3-hydroxy-2-propylphenoxy)acetic acid ethyl ester, 29 ml of 1,5-dibromopentane and 2.2 g of anhydrous potassium carbonate in 150 ml of anhydrous acetone was stirred at reflux. Additional portions (2.2 g) of potassium carbonate were added at 5, 21, 29 and 38 hours. Reflux was maintained for a total of 69 hours. The reaction mixture was filtered and the filtrate was concentrated in vacuo to a yellow oil which was purified by chromatography on 100 g of silica gel. El... RXN SMILES: [CH3:1][O:2][N:3]([C:4](=[O:5])[c:6]1[cH:7][n:8]([CH2:17][c:18]2[n:19][c:20]([Br:24])[cH:21][cH:22][cH:23]2)[c:9]2[cH:10][cH:11][cH:12][cH:13][c:14]2[c:15]1=[O:16])[CH3:25].[CH:35]([Mg+:36])([CH3:37])[CH3:38].[Cl-:34].[Cl:39][CH2:40][Cl:41].[I:26][c:27]1[cH:28][n:29][c:30]([CH3:33])[n:31]1[CH3:32]>>[C:4](=[O:5])([c:6]1[cH:7][n:8]([CH2:17][c:18]2[n:19][c:20]([Br:24])[cH:21][cH:22][cH:23]2)[c:9]2[cH:10][cH:11][cH:12][cH:13][c:14]2[c:15]1=[O:16])[c:27]1[cH:28][n:29][c:30]([CH3:33])[n:31]1[CH3:32]. Reactants: CON(C)C(=O)c1cn(Cc2cccc(Br)n2)c2ccccc2c1=O, CC(C)[Mg+], [Cl-], ClCCl, Cc1ncc(I)n1C. Product: Cc1ncc(C(=O)c2cn(Cc3cccc(Br)n3)c3ccccc3c2=O)n1C.